The task is: describe an organic reaction: reactants, conditions, products, and yield. This data is from the Open Reaction Database (ORD), a public repository of structured organic reaction records. Reactants: N[C@H]1C2=C(C3=C(N(C1=O)C)C=CC=C3)C=CC=C2 ((S)-7-Amino-5-methyl-5H,7H-dibenzo[b,d]azepin-6-one), COC(C(=O)O)C(=O)NCC(C(F)(F)F)(F)F (2-methoxy-N-(2,2,3,3,3-pentafluoro-propyl)-malonamic acid). Yields the product COC(C(=O)N[C@H]1C2=C(C3=C(N(C1=O)C)C=CC=C3)C=CC=C2)C(=O)NCC(C(F)(F)F)(F)F (2-methoxy-N-((S)-5-methyl-6-oxo-6,7-dihydro-5H-dibenzo[b,d]azepin-7-yl)-N′-(2,2,3,3,3-pentafluoro-propyl)-malonamide). Reaction SMILES: [NH2:1][C@@H:2]1[C:8](=[O:9])[N:7]([CH3:10])[C:6]2[CH:11]=[CH:12][CH:13]=[CH:14][C:5]=2[C:4]2[CH:15]=[CH:16][CH:17]=[CH:18][C:3]1=2.[CH3:19][O:20][CH:21]([C:25]([NH:27][CH2:28][C:29]([F:35])([F:34])[C:30]([F:33])([F:32])[F:31])=[O:26])[C:22](O)=[O:23]>>[CH3:19][O:20][CH:21]([C:25]([NH:27][CH2:28][C:29]([F:34])([F:35])[C:30]([F:31])([F:32])[F:33])=[O:26])[C:22]([NH:1][C@@H:2]1[C:8](=[O:9])[N:7]([CH3:10])[C:6]2[CH:11]=[CH:12][CH:13]=[CH:14][C:5]=2[C:4]2[CH:15]=[CH:16][CH:17]=[CH:18][C:3]1=2)=[O:23]. Reported procedure: (S)-7-Amino-5-methyl-5H,7H-dibenzo[b,d]azepin-6-one was coupled with 2-methoxy-N-(2,2,3,3,3-pentafluoro-propyl)-malonamic acid in analogy to the description in example 73 to yield 2-methoxy-N-((S)-5-methyl-6-oxo-6,7-dihydro-5H-dibenzo[b,d]azepin-7-yl)-N′-(2,2,3,3,3-pentafluoro-propyl)-malonamide as white solid. [α] 589=−71.8° (1% in CHCl3), MS m/e (%): 486.4 (M+H+, 100).